From a dataset of the Open Reaction Database (ORD), a public repository of structured organic reaction records. describe an organic reaction: reactants, conditions, products, and yield The reactants are C(C)[SiH](CC)CC (Triethyl silane), C(=O)(C(F)(F)F)O (TFA), C(C)(C)(C)OC(=O)C1C(CC(C1)OC1=NC(=NC(=C1)C(C)(C)C)OC)C(NC1(C(C1)C=C)C(=O)OCC)=O (4-(6-tert-Butyl-2-methoxypyrimidin-4-yloxy)-2-(1-ethoxycarbonyl-2-vinyl-cyclopropylcarbamoyl)-cyclopentanecarboxylic acid tert-butyl ester). Run in C(Cl)Cl (DCM). Run at time 1.5 hour. Product: C(C)(C)(C)C1=CC(=NC(=N1)OC)OC1CC(C(C1)C(=O)O)C(NC1(C(C1)C=C)C(=O)OCC)=O (4-(6-tert-Butyl-2-methoxypyrimidin-4-yloxy)-2-(1-ethoxycarbonyl-2-vinyl-cyclopropylcarbamoyl)-cyclopentanecarboxylic acid). Yield: 96.0%. As a reaction SMILES: C([O:5][C:6]([CH:8]1[CH2:12][CH:11]([O:13][C:14]2[CH:19]=[C:18]([C:20]([CH3:23])([CH3:22])[CH3:21])[N:17]=[C:16]([O:24][CH3:25])[N:15]=2)[CH2:10][CH:9]1[C:26](=[O:38])[NH:27][C:28]1([C:33]([O:35][CH2:36][CH3:37])=[O:34])[CH2:30][CH:29]1[CH:31]=[CH2:32])=[O:7])(C)(C)C.C([SiH](CC)CC)C.C(O)(C(F)(F)F)=O>C(Cl)Cl>[C:20]([C:18]1[N:17]=[C:16]([O:24][CH3:25])[N:15]=[C:14]([O:13][CH:11]2[CH2:12][CH:8]([C:6]([OH:7])=[O:5])[CH:9]([C:26](=[O:38])[NH:27][C:28]3([C:33]([O:35][CH2:36][CH3:37])=[O:34])[CH2:30][CH:29]3[CH:31]=[CH2:32])[CH2:10]2)[CH:19]=1)([CH3:21])([CH3:22])[CH3:23]. Procedure: Compound 3f was dissolved in DCM (20 ml). Triethyl silane (0.6 ml, 3.75 mmol) and TFA (20 ml) were added. The reaction mixture was stirred at RT for 1.5 h. The solvent was co evaporated with toluene and the crude residue was purified by column chromatography (DCM→DCM/MeOH (90/10)) which gave the title compound, (583 mg, 96%), MS (M+H)+476. Reactants: C(C)O (ethanol), C(=S)=S (carbon disulfide), NC=1C=C(C=CC1N)OC (3,4-diaminoanisole), [OH-].[Na+] (sodium hydroxide). Run in O (water). Yields the product SC=1NC2=C(N1)C=CC(=C2)OC (2-mercapto-5-methoxybenzimidazole). RXN SMILES: C(O)C.[C:4](=[S:6])=S.[NH2:7][C:8]1[CH:9]=[C:10]([O:15][CH3:16])[CH:11]=[CH:12][C:13]=1[NH2:14].[OH-].[Na+]>O>[SH:6][C:4]1[NH:7][C:8]2[CH:9]=[C:10]([O:15][CH3:16])[CH:11]=[CH:12][C:13]=2[N:14]=1 |f:3.4|. Procedure: 70 ml of ethanol and 15 ml of carbon disulfide were added to 2.6 g of 3,4-diaminoanisole and then a solution of 1.5 g of sodium hydroxide in 5 ml of water was added thereto. After heating with a water bath for 3.5 hours, the mixture was cooled with ice, filtered and then the solvent in the filtrate was distilled off under reduced pressure. The residue was dissolved in ethanol. The solution was filtrated to remove the insoluble matter and then the solvent in the filtrate was distilled off under r... The reactants are N1=CC=CC=C1 (pyridine), alcohol, [Si](C)(C)(C(C)(C)C)OCC(OC)CO (1-O-t-butyldimethylsilyl-2-O-methyl-rac-glycerol), C(CCCCCCC\C=C/CCCCCCCC)(=O)Cl (oleoyl chloride). Solvent: C(Cl)Cl (CH2Cl2). The product is [Si](C)(C)(C(C)(C)C)OCC(OC)COC(CCCCCCC\C=C/CCCCCCCC)=O (1-O-t-butyldimethylsilyl-2-O-methyl-3-O-oleoyl-rac-glycerol). Yield: 99.0%. RXN SMILES: [Si:1]([O:8][CH2:9][CH:10]([CH2:13][OH:14])[O:11][CH3:12])([C:4]([CH3:7])([CH3:6])[CH3:5])([CH3:3])[CH3:2].[C:15](Cl)(=[O:33])[CH2:16][CH2:17][CH2:18][CH2:19][CH2:20][CH2:21][CH2:22]/[CH:23]=[CH:24]\[CH2:25][CH2:26][CH2:27][CH2:28][CH2:29][CH2:30][CH2:31][CH3:32].N1C=CC=CC=1>C(Cl)Cl>[Si:1]([O:8][CH2:9][CH:10]([CH2:13][O:14][C:15](=[O:33])[CH2:16][CH2:17][CH2:18][CH2:19][CH2:20][CH2:21][CH2:22]/[CH:23]=[CH:24]\[CH2:25][CH2:26][CH2:27][CH2:28][CH2:29][CH2:30][CH2:31][CH3:32])[O:11][CH3:12])([C:4]([CH3:7])([CH3:6])[CH3:5])([CH3:3])[CH3:2]. Procedure: To a solution of alcohol Compound 42 (1.1 g, 5.0 mmol) in CH2Cl2 (10 mL) was added oleoyl chloride (1.8 mL, 5.5 mmol) followed, after 5 min, by the addition of pyridine (0.44 mL, 5.5 mmol). After TLC analysis indicated that the reaction had gone to cmpletion, the mixture was partitioned between ethyl acetate (100 mL) and H2O (30 mL), the organic extract was dried (MgSO4) and concentrated to give 1-O-t-butyldimethylsilyl-2-O-methyl-3-O-oleoyl-rac-glycerol (Compound 43) (2.4 g, 99%) as a dark brow... The reactants are O=C(n1ccnc1)n1ccnc1, CS(N)(=O)=O, CN(C)C=O, CC1(C)Cc2cc(Cl)cc(C(=O)O)c2NC1c1cccc(N2CCOCC2)c1, [H-], [Na+]. The product is CC1(C)Cc2cc(Cl)cc(C(=O)NS(C)(=O)=O)c2NC1c1cccc(N2CCOCC2)c1. As a reaction SMILES: [C:36]([n:37]1[cH:38][cH:39][n:40][cH:41]1)([n:42]1[cH:43][cH:44][n:45][cH:46]1)=[O:47].[CH3:3][S:4](=[O:5])(=[O:6])[NH2:7].[CH3:48][N:49]([CH3:50])[CH:51]=[O:52].[Cl:8][c:9]1[cH:10][c:11]2[c:16]([c:17]([C:19](=[O:20])[OH:21])[cH:18]1)[NH:15][CH:14]([c:22]1[cH:23][c:24]([N:28]3[CH2:29][CH2:30][O:31][CH2:32][CH2:33]3)[cH:25][cH:26][cH:27]1)[C:13]([CH3:34])([CH3:35])[CH2:12]2.[H-:1].[Na+:2]>>[CH3:3][S:4](=[O:5])(=[O:6])[NH:7][C:19]([c:17]1[c:16]2[c:11]([cH:10][c:9]([Cl:8])[cH:18]1)[CH2:12][C:13]([CH3:34])([CH3:35])[CH:14]([c:22]1[cH:23][c:24]([N:28]3[CH2:29][CH2:30][O:31][CH2:32][CH2:33]3)[cH:25][cH:26][cH:27]1)[NH:15]2)=[O:20].